From a dataset of the Open Reaction Database (ORD), a public repository of structured organic reaction records. describe an organic reaction: reactants, conditions, products, and yield Reactants: C(C)(=O)OCCCS(=O)(=O)NC(=O)C1=C(C=C(C=C1)C1=CC=C(C=C1)CCN(C[C@H](O)C1=CC(=CC=C1)Cl)C(=O)OC(C)(C)C)OC1CCCCC1 (3-[[[[4′-[2-[(tert-butoxycarbonyl)-[(2R)-2-(3-chlorophenyl)-2-hydroxyethyl]amino]ethyl]-3-(cyclohexyloxy)-4-biphenylyl]carbonyl]amino]sulfonyl]-propyl acetate). Run in CO.Cl (hydrogen chloride methanol). Reaction conditions: time 8 hour. The product is Cl.ClC=1C=C(C=CC1)[C@H](CNCCC1=CC=C(C=C1)C1=CC(=C(C=C1)C(=O)NS(=O)(=O)CCCO)OC1CCCCC1)O (4′-[2-[[(2R)-2-(3-chlorophenyl)-2-hydroxyethyl]amino]ethyl]-3-(cyclohexyloxy)-N-[(3-hydroxypropyl)sulfonyl]-4-biphenylcarboxamide hydrochloride). Yield: 139.1%. As a reaction SMILES: C([O:4][CH2:5][CH2:6][CH2:7][S:8]([NH:11][C:12]([C:14]1[CH:19]=[CH:18][C:17]([C:20]2[CH:25]=[CH:24][C:23]([CH2:26][CH2:27][N:28](C(OC(C)(C)C)=O)[CH2:29][C@@H:30]([C:32]3[CH:37]=[CH:36][CH:35]=[C:34]([Cl:38])[CH:33]=3)[OH:31])=[CH:22][CH:21]=2)=[CH:16][C:15]=1[O:46][CH:47]1[CH2:52][CH2:51][CH2:50][CH2:49][CH2:48]1)=[O:13])(=[O:10])=[O:9])(=O)C>CO.Cl>[ClH:38].[Cl:38][C:34]1[CH:33]=[C:32]([C@@H:30]([OH:31])[CH2:29][NH:28][CH2:27][CH2:26][C:23]2[CH:24]=[CH:25][C:20]([C:17]3[CH:18]=[CH:19][C:14]([C:12]([NH:11][S:8]([CH2:7][CH2:6][CH2:5][OH:4])(=[O:10])=[O:9])=[O:13])=[C:15]([O:46][CH:47]4[CH2:52][CH2:51][CH2:50][CH2:49][CH2:48]4)[CH:16]=3)=[CH:21][CH:22]=2)[CH:37]=[CH:36][CH:35]=1 |f:1.2,3.4|. Procedure: The mixture of 3-[[[[4′-[2-[(tert-butoxycarbonyl)-[(2R)-2-(3-chlorophenyl)-2-hydroxyethyl]amino]ethyl]-3-(cyclohexyloxy)-4-biphenylyl]carbonyl]amino]sulfonyl]-propyl acetate (269 mg) in hydrogen chloride methanol solution (10%, 2.7 ml) was stirred at room temperature overnight. The reaction mixture was concentrated in vacuo and the residue was recrystallized from aqueous ethanol (50%) to give 4′-[2-[[(2R)-2-(3-chlorophenyl)-2-hydroxyethyl]amino]ethyl]-3-(cyclohexyloxy)-N-[(3-hydroxypropyl)sulfon...